From a dataset of the Open Reaction Database (ORD), a public repository of structured organic reaction records. describe an organic reaction: reactants, conditions, products, and yield Reactants: NC1=C2C=3C(=NN(C3C=C1)CCN(CC)CC)C1=C(S2)C=CC=C1OC (5-amino-N,N-diethyl-10-methoxy-2H[1]-benzothiopyrano[4,3,2-cd]indazole-2-ethanamine), Br (HBr). The product is NC1=C2C=3C(=NN(C3C=C1)CCN(CC)CC)C1=C(S2)C=CC=C1O (5-Amino-2-[2-(diethylamino)ethyl]2H-[1]benzothiopyrano[4,3,2-cd]indazol-10-ol). Reaction SMILES: [NH2:1][C:2]1[CH:10]=[CH:9][C:8]2[N:7]([CH2:11][CH2:12][N:13]([CH2:16][CH3:17])[CH2:14][CH3:15])[N:6]=[C:5]3[C:18]4[C:24]([O:25]C)=[CH:23][CH:22]=[CH:21][C:19]=4[S:20][C:3]=1[C:4]=23.Br>>[NH2:1][C:2]1[CH:10]=[CH:9][C:8]2[N:7]([CH2:11][CH2:12][N:13]([CH2:16][CH3:17])[CH2:14][CH3:15])[N:6]=[C:5]3[C:18]4[C:24]([OH:25])=[CH:23][CH:22]=[CH:21][C:19]=4[S:20][C:3]=1[C:4]=23. Procedure details: Reaction of 5-amino-N,N-diethyl-10-methoxy-2H[1]-benzothiopyrano[4,3,2-cd]indazole-2-ethanamine with 48% HBr as described in Example 64 gave the product. The reactants are OC=1C(OC2=C(C1C(NC)=S)C=C(C=C2)[N+](=O)[O-])(C)COC (3-hydroxy-2-methoxymethyl-N,2-dimethyl-6-nitro-2H-1-benzopyran-4-carbothioamide), O1CCCC1 (tetrahydrofuran), [BH4-].[Na+] (sodium borohydride). The solvent is CO (methanol). Product: CNC(=S)C1C(C(OC2=C1C=C(C=C2)[N+](=O)[O-])(C)COC)O (N-methyl-3,4-dihydro-3-hydroxy-2-methoxymethyl-2-methyl-6-nitro-2H-1-benzopyran-4-carbothioamide). Yield: 39.0%. Reaction SMILES: [OH:1][C:2]1[C:3]([CH2:20][O:21][CH3:22])([CH3:19])[O:4][C:5]2[CH:15]=[CH:14][C:13]([N+:16]([O-:18])=[O:17])=[CH:12][C:6]=2[C:7]=1[C:8](=[S:11])[NH:9][CH3:10].O1CCCC1.[BH4-].[Na+]>CO>[CH3:10][NH:9][C:8]([CH:7]1[C:6]2[CH:12]=[C:13]([N+:16]([O-:18])=[O:17])[CH:14]=[CH:15][C:5]=2[O:4][C:3]([CH2:20][O:21][CH3:22])([CH3:19])[CH:2]1[OH:1])=[S:11] |f:2.3|. Reported procedure: To a mixture of 5.1 g of 3-hydroxy-2-methoxymethyl-N,2-dimethyl-6-nitro-2H-1-benzopyran-4-carbothioamide, 75 ml of tetrahydrofuran and 125 ml of methanol was added 3.0 g of sodium borohydride (NaBH4). The mixture was stirred under ice-cooling for 2 hours and subsequently stirred at room temperature for 24 hours. The reaction solution was vacuum-distilled and water was added to it and the resultant solution was extracted with methylene chloride. After an organic layer was washed with water and dr... The reactants are O=C(CC(c1ccccc1)c1ccccc1)N1CCc2nnc(Cl)cc2C1, NN, C1COCCO1, O. Yields the product NNc1cc2c(nn1)CCN(C(=O)CC(c1ccccc1)c1ccccc1)C2. As a reaction SMILES: [Cl:1][c:2]1[cH:3][c:4]2[c:5]([n:6][n:7]1)[CH2:8][CH2:9][N:10]([C:12]([CH2:13][CH:14]([c:15]1[cH:16][cH:17][cH:18][cH:19][cH:20]1)[c:21]1[cH:22][cH:23][cH:24][cH:25][cH:26]1)=[O:27])[CH2:11]2.[NH2:29][NH2:30].[O:31]1[CH2:32][CH2:33][O:34][CH2:35][CH2:36]1.[OH2:28]>>[c:2]1([NH:29][NH2:30])[cH:3][c:4]2[c:5]([n:6][n:7]1)[CH2:8][CH2:9][N:10]([C:12]([CH2:13][CH:14]([c:15]1[cH:16][cH:17][cH:18][cH:19][cH:20]1)[c:21]1[cH:22][cH:23][cH:24][cH:25][cH:26]1)=[O:27])[CH2:11]2. The product is C(C)(=O)OCC=1CS[C@H]2N(C1C(=O)O)C(C2NC(C(=NOCC(=S)N)C=2N=C(SC2)N)=O)=O (3-acetoxymethyl-7-[2-(2-amino-4-thiazolyl)-2-(2-amino-2-thioxoethoxyimino)-acetamido]-ceph-3-eme-4-carboxylic acid). RXN SMILES: [C:1]([O:4][CH2:5][C:6]1[CH2:7][S:8][C@@H:9]2[CH:16]([NH:17][C:18](=[O:51])[C:19]([C:26]3[N:27]=[C:28]([NH:31]C(C4C=CC=CC=4)(C4C=CC=CC=4)C4C=CC=CC=4)[S:29][CH:30]=3)=[N:20][O:21][CH2:22][C:23]([NH2:25])=[S:24])[C:15](=[O:52])[N:10]2[C:11]=1[C:12]([OH:14])=[O:13])(=[O:3])[CH3:2].FC(F)(F)C(O)=O>>[C:1]([O:4][CH2:5][C:6]1[CH2:7][S:8][C@@H:9]2[CH:16]([NH:17][C:18](=[O:51])[C:19]([C:26]3[N:27]=[C:28]([NH2:31])[S:29][CH:30]=3)=[N:20][O:21][CH2:22][C:23]([NH2:25])=[S:24])[C:15](=[O:52])[N:10]2[C:11]=1[C:12]([OH:14])=[O:13])(=[O:3])[CH3:2]. Run at time 30 minute. Starting materials: C(C)(=O)OCC=1CS[C@H]2N(C1C(=O)O)C(C2NC(C(=NOCC(=S)N)C=2N=C(SC2)NC(C2=CC=CC=C2)(C2=CC=CC=C2)C2=CC=CC=C2)=O)=O (3-acetoxymethyl-7-[2-(2-tritylamino-4-thiazolyl)-2-(2-amino-2-thioxoethoxyimino)-acetamido]-ceph-3-eme-4-carboxylic acid), FC(C(=O)O)(F)F (trifluoroacetic acid). Procedure: A mixture of the product of Step B and 12 ml of trifluoroacetic acid was stirred for 30 minutes at room temperature and part of the acid was evaporated under reduced pressure. 120 ml of isopropyl ether were added thereto. Efflorescence occured and the mixture was occur filtered. The product was rinsed with isopropyl ether and dried to obtain the syn isomer of 3-acetoxymethyl-7-[2-(2-amino-4-thiazolyl)-2-(2-amino-2-thioxoethoxyimino)-acetamido]-ceph-3-eme-4-carboxylic acid identical to the produc... The reactants are NC1=NC(=CC(=N1)N)Cl (2,4-diamino-6-chloropyrimidine), C(C)O (ethanol), C(C)(=O)OO (peracetic acid). The solvent is C(C)(=O)O (acetic acid), petroleum ether. Run at temperature 35 celsius, time 15 minute. The product is NC1=NC(=CC(=[N+]1[O-])N)Cl (2,4-diamino-6-chloro-pyrimidine-3-oxide). RXN SMILES: [NH2:1][C:2]1[N:7]=[C:6]([NH2:8])[CH:5]=[C:4]([Cl:9])[N:3]=1.C([OH:12])C.C(OO)(=O)C>C(O)(=O)C>[NH2:1][C:2]1[N+:7]([O-:12])=[C:6]([NH2:8])[CH:5]=[C:4]([Cl:9])[N:3]=1. Procedure: 144.5 G. of 2,4-diamino-6-chloropyrimidine are suspended in 2000 ml. of ethanol. The suspension is warmed to 35° C. while stirring (about 15 minutes), the greater part of the material passing into solution. This mixture is then cooled down to 6°-8° C. and at this temperature there are added dropwise within 40 minutes 175 ml. of 40% peracetic acid in glacial acetic acid. After completion of the addition, the mixture is stirred at 6°-8° C. for a further 30 minutes. Thereafter, the mixture is left ... Reaction SMILES: C[C:2]1([C:7](Cl)=[O:8])[CH2:6][O:5][N:4]=[CH:3]1.[F:10][C:11]([F:20])([F:19])[C:12]1[CH:18]=[CH:17][C:15]([NH2:16])=[CH:14][CH:13]=1.[C:21](#N)C>>[F:10][C:11]([F:19])([F:20])[C:12]1[CH:18]=[CH:17][C:15]([NH:16][C:7]([C:2]2[CH:3]=[N:4][O:5][C:6]=2[CH3:21])=[O:8])=[CH:14][CH:13]=1. Reaction conditions: time 20 minute. Procedure: A solution of 0.05 mol of 4-methylisoxazole-4-carbonyl chloride (7.3 g) in 20 ml of acetonitrile is added dropwise, at room temperature, to a solution of 0.1 mol of 4-trifluoromethylaniline (16.1 g) in 150 ml of acetonitrile. After stirring for 20 minutes, the precipitated 4-trifluoromethylaniline hydrochloride is filtered off with suction and washed twice with 20 ml of acetonitrile on each occasion, and the combined filtrates are concentrated under reduced pressure. Yield: 12.8 g of white, crys... Yields the product FC(C1=CC=C(C=C1)NC(=O)C=1C=NOC1C)(F)F (N-(4-trifluoromethylphenyl)-5-methylisoxa-zole-4-carboxamide). Starting materials: CC1(C=NOC1)C(=O)Cl (4-methylisoxazole-4-carbonyl chloride), FC(C1=CC=C(N)C=C1)(F)F (4-trifluoromethylaniline), C(C)#N (acetonitrile), C(C)#N (acetonitrile). Starting materials: C1CCC(CC1)N=C=NC2CCCCC2 (DCC), C(\C=C\C=C\C)(=O)O (sorbic acid), CS(=O)(=O)OC1=CC2=CC=C(C=C2C=C1)C(N)=N (6-amidino-2-naphthol methanesulfonate). The solvent is N1=CC=CC=C1 (pyridine). Run at time 30 minute. Yields the product C(\C=C\C=C\C)(=O)OC1=CC2=CC=C(C=C2C=C1)C(N)=N (6-amidino-2-naphthyl sorbate). Reaction SMILES: [C:1]([OH:8])(=[O:7])/[CH:2]=[CH:3]/[CH:4]=[CH:5]/[CH3:6].C1CCC(N=C=NC2CCCCC2)CC1.CS(O[C:29]1[CH:38]=[CH:37][C:36]2[C:31](=[CH:32][CH:33]=[C:34]([C:39](=[NH:41])[NH2:40])[CH:35]=2)[CH:30]=1)(=O)=O>N1C=CC=CC=1>[C:1]([O:8][C:29]1[CH:38]=[CH:37][C:36]2[C:31](=[CH:32][CH:33]=[C:34]([C:39](=[NH:40])[NH2:41])[CH:35]=2)[CH:30]=1)(=[O:7])/[CH:2]=[CH:3]/[CH:4]=[CH:5]/[CH3:6]. Procedure details: To a solution of 2.0 g of sorbic acid in 50 ml of anhydrous pyridine, while being cooled in ice, was added 4.4 g of DCC. After stirring for 30 minutes, 5.0 g of 6-amidino-2-naphthol methanesulfonate was added to the mixture and further stirred overnight at room temperature. The precipitate was collected by filtration, washed with ethyl ether, then with acetone, dissolved in methanol, and filtered to remove the insolubles. The filtrate was concentrated under reduced pressure and recrystallized fr...